From a dataset of the Open Reaction Database (ORD), a public repository of structured organic reaction records. describe an organic reaction: reactants, conditions, products, and yield Starting materials: S(=O)(=O)([O-])S(=O)[O-].[Na+].[Na+] (sodium meta bisulfite), [OH-].[Na+] (sodium hydroxide), C[C@@]12CCN([C@@H]1N(C3=C2C=C(C=C3)OC(=O)NC)C)C.C=1C=CC(=C(C1)C(=O)O)O (physostigmine salicylate), COC(C)(C)C (tert.-butyl methyl ether). Solvent: O (DI water). Reaction conditions: temperature 27.5 celsius, time 30 minute. Product: C[C@@]12CCN([C@@H]1N(C3=C2C=C(C=C3)O)C)C (Eseroline). Yield: 67.4%. As a reaction SMILES: [OH-].[Na+].[CH3:3][C@:4]12[C:11]3[CH:12]=[C:13]([O:16]C(NC)=O)[CH:14]=[CH:15][C:10]=3[N:9]([CH3:21])[C@H:8]1[N:7]([CH3:22])[CH2:6][CH2:5]2.C1C=CC(O)=C(C(O)=O)C=1.COC(C)(C)C.S(S([O-])=O)([O-])(=O)=O.[Na+].[Na+]>O>[CH3:3][C@:4]12[C:11]3[CH:12]=[C:13]([OH:16])[CH:14]=[CH:15][C:10]=3[N:9]([CH3:21])[C@H:8]1[N:7]([CH3:22])[CH2:6][CH2:5]2 |f:0.1,2.3,5.6.7|. Reported procedure: Under an argon atmosphere, a 50 wt % sodium hydroxide solution (67.7 g, 0.8462 mol) was added dropwise to a slurry of physostigmine salicylate (100 g, 0.2418 mol) in degassed DI water (300 mL) at 45° C. During the addition the temperature was kept between 45 and 55° C. After about 3 hours at 45° C. the yellow solution was cooled to 25 to 30° C. and tert.-butyl methyl ether (300 mL) was added. The pH of the aqueous phase was adjusted to 9.1 with an aqueous solution of sodium meta bisulfite (54 g,... The reactants are 4A, C(C(C)O)O (1,2-propylene glycol), SC(C(=O)O)(C)C (2-mercaptoisobutanoic acid), O.C1(=CC=C(C=C1)S(=O)(=O)O)C (p-toluenesulfonic acid monohydrate), C(O)([O-])=O.[Na+] (sodium hydrogen carbonate). The solvent is C(Cl)Cl (methylene chloride). Reaction conditions: temperature 70 celsius, time 30 hour. The product is SC(C(=O)OCC(C)OC(C(C)(C)S)=O)(C)C (1,2-propylene Glycol bis(2-mercaptoisobutyrate)). RXN SMILES: [CH2:1]([OH:5])[CH:2]([OH:4])[CH3:3].[SH:6][C:7]([CH3:12])([CH3:11])[C:8]([OH:10])=O.O.C1(C)C=[CH:18][C:17]([S:20](O)(=O)=O)=[CH:16]C=1.[C:25](=[O:28])([O-])O.[Na+]>C(Cl)Cl>[SH:20][C:17]([CH3:18])([CH3:16])[C:25]([O:5][CH2:1][CH:2]([O:4][C:8](=[O:10])[C:7]([SH:6])([CH3:12])[CH3:11])[CH3:3])=[O:28] |f:2.3,4.5|. Reported procedure: In a 200-ml eggplant-shaped flask were charged 4.57 g (60 mmol) of 1,2-propylene glycol, 15.86 g (132 mmol) of 2-mercaptoisobutanoic acid, 1.20 g (6.3 mmol) of p-toluenesulfonic acid monohydrate, and 100 g of methylene chloride (manufactured by Junsei Chemicals Co., Ltd.), and a Soxhlet extractor which was loaded with Molecular sieves 4A (manufactured by UNION SHOWA K.K.) and a condenser tube were equipped thereto. While the contents being stirred, they were heated at an oil bath temperature of ... The reactants are C(C)OC(=O)C1CNCCC1 (piperidine-3-carboxylic acid ethyl ester), ClC1=NC=C(C(=N1)Cl)[N+](=O)[O-] (2,4-dichloro-5-nitro-pyrimidine), CCOCC (ether), C([O-])(O)=O.[K+] (potassium bicarbonate). The solvent is O (water). Run at time 1 hour. Yields the product C(C)OC(=O)C1CN(CCC1)C1=NC(=NC=C1[N+](=O)[O-])Cl ((rac)-1-(2-chloro-5-nitro-pyrimidin-4-yl)-piperidine-3-carboxylic acid ethyl ester). The yield is 66.7%. RXN SMILES: [CH2:1]([O:3][C:4]([CH:6]1[CH2:11][CH2:10][CH2:9][NH:8][CH2:7]1)=[O:5])[CH3:2].[Cl:12][C:13]1[N:18]=[C:17](Cl)[C:16]([N+:20]([O-:22])=[O:21])=[CH:15][N:14]=1.CCOCC.C(=O)(O)[O-].[K+]>O>[CH2:1]([O:3][C:4]([CH:6]1[CH2:11][CH2:10][CH2:9][N:8]([C:15]2[C:16]([N+:20]([O-:22])=[O:21])=[CH:17][N:18]=[C:13]([Cl:12])[N:14]=2)[CH2:7]1)=[O:5])[CH3:2] |f:3.4|. Procedure: To a solution of 3.16 g (0.02 mole) of piperidine-3-carboxylic acid ethyl ester, 3.71 g (0.019 mole) of 2,4-dichloro-5-nitro-pyrimidine and 60 mL of ether at 5 degrees, was added a solution of 4 g (0.04 mole) of potassium bicarbonate in 40 mL of water was added over 25 minutes. The mixture was stirred for an additional 1 hour, then extracted with ethyl acetate, dried over anhydrous magnesium sulfate, filtered and concentrated under reduced pressure. The residue was purified by silica gel chromat... Reactants: CCCCCCC(Br)C(=O)OCC, CC(C)(C)c1ccc(S)cc1, O=C([O-])[O-], CC(C)=O, [K+], [K+]. Product: CCCCCCC(Sc1ccc(C(C)(C)C)cc1)C(=O)OCC. As a reaction SMILES: [Br:1][CH:2]([C:3](=[O:4])[O:5][CH2:6][CH3:7])[CH2:8][CH2:9][CH2:10][CH2:11][CH2:12][CH3:13].[C:14]([CH3:15])([CH3:16])([CH3:17])[c:18]1[cH:19][cH:20][c:21]([SH:24])[cH:22][cH:23]1.[C:25](=[O:26])([O-:27])[O-:28].[CH3:31][C:32](=[O:33])[CH3:34].[K+:29].[K+:30]>>[CH:2]([C:3](=[O:4])[O:5][CH2:6][CH3:7])([CH2:8][CH2:9][CH2:10][CH2:11][CH2:12][CH3:13])[S:24][c:21]1[cH:20][cH:19][c:18]([C:14]([CH3:15])([CH3:16])[CH3:17])[cH:23][cH:22]1. Reactants: FC1=CC=C(C=C1)CC1=CN=C2C(=C(C(N(C2=C1)CC(N1CCCCC1)=O)=O)C(=O)OCC)O (ethyl 7-[(4-fluorophenyl)methyl]-4-hydroxy-2-oxo-1-[2-oxo-2-(1-piperidinyl)ethyl]-1,2-dihydro-1,5-naphthyridine-3-carboxylate), COCCN (2-methoxyethylamine). Yields the product FC1=CC=C(C=C1)CC1=CN=C2C(=C(C(N(C2=C1)CC(N1CCCCC1)=O)=O)C(=O)NCCOC)O (7-[(4-fluorophenyl)methyl]-4-hydroxy-N-[2-(methyloxy)ethyl]-2-oxo-1-[2-oxo-2-(1-piperidinyl)ethyl]-1,2-dihydro-1,5-naphthyridine-3-carboxamide). RXN SMILES: [F:1][C:2]1[CH:7]=[CH:6][C:5]([CH2:8][C:9]2[CH:18]=[C:17]3[C:12]([C:13]([OH:34])=[C:14]([C:29](OCC)=[O:30])[C:15](=[O:28])[N:16]3[CH2:19][C:20](=[O:27])[N:21]3[CH2:26][CH2:25][CH2:24][CH2:23][CH2:22]3)=[N:11][CH:10]=2)=[CH:4][CH:3]=1.[CH3:35][O:36][CH2:37][CH2:38][NH2:39]>>[F:1][C:2]1[CH:7]=[CH:6][C:5]([CH2:8][C:9]2[CH:18]=[C:17]3[C:12]([C:13]([OH:34])=[C:14]([C:29]([NH:39][CH2:38][CH2:37][O:36][CH3:35])=[O:30])[C:15](=[O:28])[N:16]3[CH2:19][C:20](=[O:27])[N:21]3[CH2:26][CH2:25][CH2:24][CH2:23][CH2:22]3)=[N:11][CH:10]=2)=[CH:4][CH:3]=1. Procedure details: This compound was prepared from ethyl 7-[(4-fluorophenyl)methyl]-4-hydroxy-2-oxo-1-[2-oxo-2-(1-piperidinyl)ethyl]-1,2-dihydro-1,5-naphthyridine-3-carboxylate and 2-methoxyethylamine employing methods similar to those those described in Example 9 and was purified by reverse phase preparative HPLC (C-18 stationary phase; 10-100% CH3CN/water/0.1% formic acid mobile phase). The product was obtained as a white solid: 1H NMR (CDCl3) δ 10.18 (1H, br m), 8.55 (1H, s), 7.15 (2H, dd, J=9, 5 Hz), 7.02 (2H,... Reactants: [Al+3], C1CCOC1, [H-], [H-], [H-], [H-], [Li+], O, O=S(=O)(O)O, O=C(O)CCc1c[nH]c2ccccc12. Product: OCCCc1c[nH]c2ccccc12. Reaction SMILES: [Al+3:2].[CH2:27]1[O:28][CH2:29][CH2:30][CH2:31]1.[H-:1].[H-:4].[H-:5].[H-:6].[Li+:3].[OH2:21].[S:22](=[O:23])(=[O:24])([OH:25])[OH:26].[nH:7]1[cH:8][c:9]([CH2:16][CH2:17][C:18](=[O:19])[OH:20])[c:10]2[cH:11][cH:12][cH:13][cH:14][c:15]12>>[nH:7]1[cH:8][c:9]([CH2:16][CH2:17][CH2:18][OH:19])[c:10]2[cH:11][cH:12][cH:13][cH:14][c:15]12.